Dataset: the Open Reaction Database (ORD), a public repository of structured organic reaction records. Task: describe an organic reaction: reactants, conditions, products, and yield Starting materials: C1CCNCC1, C1CCOC1, CN(C)C=O, O=C(Nc1ccc(NC(=O)c2cccnc2OCc2ccccc2)c(OCc2ccccc2)c1)OCC1c2ccccc2-c2ccccc21. As a reaction SMILES: [CH2:50]1[CH2:51][CH2:52][NH:53][CH2:54][CH2:55]1.[CH2:56]1[O:57][CH2:58][CH2:59][CH2:60]1.[O:61]=[CH:62][N:63]([CH3:64])[CH3:65].[cH:1]1[c:2]2[c:14]([cH:15][cH:16][cH:49]1)-[c:9]1[c:8]([cH:13][cH:12][cH:11][cH:10]1)[CH:3]2[CH2:4][O:5][C:6](=[O:7])[NH:17][c:18]1[cH:19][c:20]([O:41][CH2:42][c:43]2[cH:44][cH:45][cH:46][cH:47][cH:48]2)[c:21]([NH:24][C:25](=[O:26])[c:27]2[c:28]([O:33][CH2:34][c:35]3[cH:36][cH:37][cH:38][cH:39][cH:40]3)[n:29][cH:30][cH:31][cH:32]2)[cH:22][cH:23]1>>[NH2:17][c:18]1[cH:19][c:20]([O:41][CH2:42][c:43]2[cH:44][cH:45][cH:46][cH:47][cH:48]2)[c:21]([NH:24][C:25](=[O:26])[c:27]2[c:28]([O:33][CH2:34][c:35]3[cH:36][cH:37][cH:38][cH:39][cH:40]3)[n:29][cH:30][cH:31][cH:32]2)[cH:22][cH:23]1. Yields the product Nc1ccc(NC(=O)c2cccnc2OCc2ccccc2)c(OCc2ccccc2)c1. Reactants: NC=1C(=NC(=C(N1)N)Cl)C(=O)NC(SC)=N (1-(3,5-diamino-6-chloro-pyrazine-2-carbonyl)-2-methyl-isothiourea), NC=1C(=NC(=C(N1)N)Cl)C(=O)NC(SC)=N (1-(3,5-diamino-6-chloro-pyrazine-2-carbonyl)-2-methyl-isothiourea), NCC1(CCN(CC1)C(C)C1=CC=CC=C1)N (4-aminomethyl-1-(1-phenyl-ethyl)-piperidin-4-ylamine). Run in CC(C)O (propan-2-ol), CO (MeOH). Run at temperature 80 celsius, time 16 hour. Product: C1(=CC=CC=C1)C(C)N1CCC2(CN/C(/N2)=N\C(=O)C2=NC(=C(N=C2N)N)Cl)CC1 (3,5-Diamino-6-chloro-pyrazine-2-carboxylic acid [8-(1-phenyl-ethyl)-1,3,8-triaza-spiro[4.5]dec-(2E)-ylidene]-amide). As a reaction SMILES: [NH2:1][C:2]1[C:3]([C:10]([NH:12][C:13](=[NH:16])SC)=[O:11])=[N:4][C:5]([Cl:9])=[C:6]([NH2:8])[N:7]=1.[NH2:17][CH2:18][C:19]1(N)[CH2:24][CH2:23][N:22]([CH:25]([C:27]2[CH:32]=[CH:31][CH:30]=[CH:29][CH:28]=2)[CH3:26])[CH2:21][CH2:20]1>CC(O)C.CO>[C:27]1([CH:25]([N:22]2[CH2:23][CH2:24][C:19]3([NH:16]/[C:13](=[N:12]/[C:10]([C:3]4[C:2]([NH2:1])=[N:7][C:6]([NH2:8])=[C:5]([Cl:9])[N:4]=4)=[O:11])/[NH:17][CH2:18]3)[CH2:20][CH2:21]2)[CH3:26])[CH:28]=[CH:29][CH:30]=[CH:31][CH:32]=1. Procedure: A mixture of 1-(3,5-diamino-6-chloro-pyrazine-2-carbonyl)-2-methyl-isothiourea (Intermediate A) (1.7 g, 4.54 mmol) and 4-aminomethyl-1-(1-phenyl-ethyl)-piperidin-4-ylamine (Intermediate BM) (1.6 g, 4.59 mmol) in propan-2-ol (50 ml) is stirred at 80° C. for 16 hours. The reaction mixture is concentrated in vacuo and purified by column chromatography (basic alumina, 0-2% MeOH in DCM) to obtain pale yellow solid. The compound obtained is further dissolved in MeOH and precipitated by adding diethyl ...